This data is from the Open Reaction Database (ORD), a public repository of structured organic reaction records. The task is: describe an organic reaction: reactants, conditions, products, and yield RXN SMILES: [CH3:1][N:2]1[CH:7]([CH2:8][CH2:9][C:10]2[CH:11]=[CH:12][CH:13]=[CH:14][C:15]=2[NH:16][C:17]([C:19]2[CH:20]=[CH:21][C:22]([O:25][CH3:26])=[CH:23][CH:24]=2)=[O:18])[CH2:6][CH2:5][CH2:4][CH2:3]1.[CH3:27][I:28]>CC(C)=O>[I-:28].[CH3:26][O:25][C:22]1[CH:21]=[CH:20][C:19]([C:17]([NH:16][C:15]2[CH:14]=[CH:13][CH:12]=[CH:11][C:10]=2[CH2:9][CH2:8][CH:7]2[CH2:6][CH2:5][CH2:4][CH2:3][N+:2]2([CH3:27])[CH3:1])=[O:18])=[CH:24][CH:23]=1 |f:3.4|. Reactants: CN1CCCCC1CCC=2C=CC=CC2NC(=O)C=3C=CC(=CC3)OC (encainide), CI (methyl iodide). Procedure details: A solution of 7.04 g (0.020 mol) of encainide (I) and 5.68 g. (0.040 mol) of methyl iodide in 100 ml. of acetone was heated at the reflux temperature for 24 hours. The solvent was evaporated and the residue was distributed between H2O and benzene. The aqueous layer was separated, washed twice with benzene, and evaporated in vacuo to obtain a solid, m.p. 75°-80° C. Run in CC(=O)C (acetone). Yields the product [I-].COC1=CC=C(C(=O)NC2=C(C=CC=C2)CCC2[N+](CCCC2)(C)C)C=C1 (2-[2-[2-[(4-Methoxybenzoyl)amino]phenyl]ethyl]-1,1-dimethylpiperidinium Iodide). Reactants: C(C1=CC=CC=C1)OC(=O)N[C@@H](CC(C)C)C(=O)N[C@H]([C@H]([C@H]([C@@H](C(=O)N[C@@H](CC(=O)OC(C1=CC=CC=C1)C1=CC=CC=C1)C1=CC=CC=C1)O)O)O)CO (diphenylmethyl (S)-3-[(2S,3R,4R,5S)-5-(N-benzyloxycarbonyl-L-leucyl)amino-2,3,4,6-tetrahydroxyhexanoyl]amino-3-phenylpropionate). Solvent: FC(C(=O)O)(F)F (trifluoroacetic acid). Yields the product C(C1=CC=CC=C1)OC(=O)N[C@@H](CC(C)C)C(=O)N[C@H]([C@H]([C@H]([C@@H](C(=O)N[C@@H](CC(=O)O)C1=CC=CC=C1)O)O)O)CO ((S)-3-[(2S,3R,4R,5S)-5-(N-benzyloxycarbonyl-L-leucyl)amino-2,3,4,6-tetrahydroxyhexanoyl]amino-3-phenylpropionic acid). Yield: 73.5%. Reaction SMILES: [CH2:1]([O:8][C:9]([NH:11][C@H:12]([C:17]([NH:19][C@@H:20]([CH2:54][OH:55])[C@@H:21]([OH:53])[C@@H:22]([OH:52])[C@H:23]([OH:51])[C:24]([NH:26][C@H:27]([C:45]1[CH:50]=[CH:49][CH:48]=[CH:47][CH:46]=1)[CH2:28][C:29]([O:31]C(C1C=CC=CC=1)C1C=CC=CC=1)=[O:30])=[O:25])=[O:18])[CH2:13][CH:14]([CH3:16])[CH3:15])=[O:10])[C:2]1[CH:7]=[CH:6][CH:5]=[CH:4][CH:3]=1>FC(F)(F)C(O)=O>[CH2:1]([O:8][C:9]([NH:11][C@H:12]([C:17]([NH:19][C@@H:20]([CH2:54][OH:55])[C@@H:21]([OH:53])[C@@H:22]([OH:52])[C@H:23]([OH:51])[C:24]([NH:26][C@H:27]([C:45]1[CH:46]=[CH:47][CH:48]=[CH:49][CH:50]=1)[CH2:28][C:29]([OH:31])=[O:30])=[O:25])=[O:18])[CH2:13][CH:14]([CH3:15])[CH3:16])=[O:10])[C:2]1[CH:7]=[CH:6][CH:5]=[CH:4][CH:3]=1. Procedure: A solution of diphenylmethyl (S)-3-[(2S,3R,4R,5S)-5-(N-benzyloxycarbonyl-L-leucyl)amino-2,3,4,6-tetrahydroxyhexanoyl]amino-3-phenylpropionate (1.5 g) in trifluoroacetic acid (100 ml) was stirred at room temperature for 3 hours and concentrated under reduced pressure. The residue was passed through a column of silica gel, followed by elution with ethyl acetate:methanol (1:1). The effective fractions were combined and concentrated under reduced pressure. Recrystallization from ethyl acetate provid...